Dataset: the Open Reaction Database (ORD), a public repository of structured organic reaction records. Task: describe an organic reaction: reactants, conditions, products, and yield Starting materials: C(C)OC(C1=CC=C(C=C1)COC1=CC(=C(C=C1)C(C(C(F)(F)F)(C1=NC=C(N=C1)C)O)C)Cl)=O (4-{3-Chloro-4-[3,3,3-trifluoro-2-hydroxy-1-methyl-2-(5-methyl-pyrazin-2-yl)-propyl]-phenoxymethyl}-benzoic acid ethyl ester), [Li+].[OH-] (LiOH), Cl (HCl). Run in O1CCCC1 (tetrahydrofuran), CO (methanol). Run at temperature 60 celsius, time 4 hour. Product: ClC=1C=C(OCC2=CC=C(C(=O)O)C=C2)C=CC1C(C(C(F)(F)F)(C1=NC=C(N=C1)C)O)C (4-{3-Chloro-4-[3,3,3-trifluoro-2-hydroxy-1-methyl-2-(5-methyl-pyrazin-2-yl)-propyl]-phenoxymethyl}-benzoic acid). The yield is 84.0%. RXN SMILES: C([O:3][C:4](=[O:35])[C:5]1[CH:10]=[CH:9][C:8]([CH2:11][O:12][C:13]2[CH:18]=[CH:17][C:16]([CH:19]([CH3:33])[C:20]([OH:32])([C:25]3[CH:30]=[N:29][C:28]([CH3:31])=[CH:27][N:26]=3)[C:21]([F:24])([F:23])[F:22])=[C:15]([Cl:34])[CH:14]=2)=[CH:7][CH:6]=1)C.[Li+].[OH-].Cl>O1CCCC1.CO>[Cl:34][C:15]1[CH:14]=[C:13]([CH:18]=[CH:17][C:16]=1[CH:19]([CH3:33])[C:20]([OH:32])([C:25]1[CH:30]=[N:29][C:28]([CH3:31])=[CH:27][N:26]=1)[C:21]([F:24])([F:22])[F:23])[O:12][CH2:11][C:8]1[CH:9]=[CH:10][C:5]([C:4]([OH:35])=[O:3])=[CH:6][CH:7]=1 |f:1.2|. Procedure: To a solution of 4-{3-chloro-4-[3,3,3-trifluoro-2-hydroxy-1-methyl-2-(5-methyl-pyrazin-2-yl)-propyl]-phenoxymethyl}-benzoic acid ethyl ester (Example 1, 130 mg, 0.26 mmol) in tetrahydrofuran (2.5 ml) and methanol (0.5 ml) was added a 1 M aqueous LiOH solution (0.31 ml). The mixture was stirred for 4 h at 60° C. (bath temperature). The cooled mixture was acidified with 1 M aqueous HCl. Tetrahydrofuran and methanol were evaporated in vacuo. To the suspension water was added. The precipitation was ... Reactants: N1N=CC2=CC=C(C=C12)\C=C/1\C(NC2=CC=C(C=C12)NC(OC(C)(C)C)=O)=O ((E)-tert-butyl 3-((1H-indazol-6-yl)methylene)-2-oxoindolin-5-ylcarbamate), C(=O)(C(F)(F)F)O (TFA). Solvent: C(Cl)Cl (CH2Cl2). Yields the product FC(C(=O)[O-])(F)F.N1N=CC2=CC=C(C=C12)\C=C/1\C(NC2=CC=C(C=C12)[NH3+])=O ((E)-3-((1H-indazol-6-yl)methylene)-2-oxoindolin-5-aminium 2,2,2-trifluoroacetate). Yield: 56.0%. As a reaction SMILES: [NH:1]1[C:9]2[C:4](=[CH:5][CH:6]=[C:7](/[CH:10]=[C:11]3/[C:12](=[O:28])[NH:13][C:14]4[C:19]/3=[CH:18][C:17]([NH:20]C(=O)OC(C)(C)C)=[CH:16][CH:15]=4)[CH:8]=2)[CH:3]=[N:2]1.[C:29]([OH:35])([C:31]([F:34])([F:33])[F:32])=[O:30]>C(Cl)Cl>[F:32][C:31]([F:34])([F:33])[C:29]([O-:35])=[O:30].[NH:1]1[C:9]2[C:4](=[CH:5][CH:6]=[C:7](/[CH:10]=[C:11]3/[C:12](=[O:28])[NH:13][C:14]4[C:19]/3=[CH:18][C:17]([NH3+:20])=[CH:16][CH:15]=4)[CH:8]=2)[CH:3]=[N:2]1 |f:3.4|. Reported procedure: To (E)-tert-butyl 3-((1H-indazol-6-yl)methylene)-2-oxoindolin-5-ylcarbamate (15 mg, 0.040 mmol) in CH2Cl2 (2 mL) was added TFA (0.1 mL). After 1.5 hrs the solvent was removed and the product precipitated with ether and filtered washing with ether to give 9 mg, 56% of the title compound as a brown solid. 1H NMR (400 MHz, d6-DMSO) δ 13.41 (s, 1H), 10.79 (s, 1H), 9.25-8.90 (bs, 3H), 9.01 (s, 1H), 8.14 (s, 1H), 8.00-7.96 (m, 2H), 7.82 (d, J=8.5 Hz, 1H), 7.56 (s, 1H), 7.09-7.07 (m, 1H), 6.86 (d, J=8.... As a reaction SMILES: Cl[C:2]1[N:7]=[C:6]([C:8]2[CH:20]=[CH:19][C:11]3[N:12]=[C:13]([NH:15][C:16](=[O:18])[CH3:17])[S:14][C:10]=3[CH:9]=2)[CH:5]=[CH:4][N:3]=1.[C:21]1([CH:27]2[CH2:31][CH2:30][CH2:29][NH:28]2)[CH:26]=[CH:25][CH:24]=[CH:23][CH:22]=1.C(N(C(C)C)CC)(C)C.CS(C)=O>O>[C:21]1([CH:27]2[CH2:31][CH2:30][CH2:29][N:28]2[C:2]2[N:7]=[C:6]([C:8]3[CH:20]=[CH:19][C:11]4[N:12]=[C:13]([NH:15][C:16](=[O:18])[CH3:17])[S:14][C:10]=4[CH:9]=3)[CH:5]=[CH:4][N:3]=2)[CH:26]=[CH:25][CH:24]=[CH:23][CH:22]=1. Product: C1(=CC=CC=C1)C1N(CCC1)C1=NC=CC(=N1)C1=CC2=C(N=C(S2)NC(C)=O)C=C1 (N-(6-(2-(2-phenylpyrrolidin-1-yl)pyrimidin-4-yl)benzo[d]thiazol-2-yl)acetamide). Procedure: A mixture of N-(6-(2-chloropyrimidin-4-yl)benzo[d]thiazol-2-yl)acetamide (0.100 g, 0.3 mmol), 2-phenylpyrrolidine (0.05 ml, 0.3 mmol), diisopropylethylamine (0.1 ml, 0.7 mmol) in DMSO (1.0 g, 11 mmol) was heated under CEM microwave at 140° C., 130 W (Powermax® off). The resultant was diluted with 5 ml of water and filtered. The solid was diluted with DCM and filtered. The filterate was recrystallized from DCM to give a brown solid (25 mg). MS (ESI pos. ion) Found m/z: 416, (M+H)+. The reactants are ClC1=NC=CC(=N1)C1=CC2=C(N=C(S2)NC(C)=O)C=C1 (N-(6-(2-chloropyrimidin-4-yl)benzo[d]thiazol-2-yl)acetamide), C1(=CC=CC=C1)C1NCCC1 (2-phenylpyrrolidine), C(C)(C)N(CC)C(C)C (diisopropylethylamine), CS(=O)C (DMSO). Yield: 20.1%. Run in O (water). Conditions: temperature 140 celsius. The reactants are Brc1cccc(Br)n1, CC1(C)OB(c2ccccc2C#N)OC1(C)C, [K+], [K+], [K+], CN(C)C=O, O=P([O-])([O-])[O-], c1ccc(P(c2ccccc2)(c2ccccc2)[Pd](P(c2ccccc2)(c2ccccc2)c2ccccc2)(P(c2ccccc2)(c2ccccc2)c2ccccc2)P(c2ccccc2)(c2ccccc2)c2ccccc2)cc1. Yields the product N#Cc1ccccc1-c1cccc(Br)n1. RXN SMILES: [Br:1][c:2]1[n:3][c:4]([Br:8])[cH:5][cH:6][cH:7]1.[CH3:9][C:10]1([CH3:11])[C:12]([CH3:13])([CH3:14])[O:15][B:16]([c:17]2[c:18]([C:19]#[N:20])[cH:21][cH:22][cH:23][cH:24]2)[O:25]1.[K+:31].[K+:32].[K+:33].[O:34]=[CH:35][N:36]([CH3:37])[CH3:38].[P:26]([O-:27])([O-:28])([O-:29])=[O:30].[cH:39]1[cH:40][cH:41][c:42]([P:43]([Pd:44]([P:45]([c:46]2[cH:47][cH:48][cH:49][cH:50][cH:51]2)([c:52]2[cH:53][cH:54][cH:55][cH:56][cH:57]2)[c:58]2[cH:59][cH:60][cH:61][cH:62][cH:63]2)([P:64]([c:65]2[cH:66][cH:67][cH:68][cH:69][cH:70]2)([c:71]2[cH:72][cH:73][cH:74][cH:75][cH:76]2)[c:77]2[cH:78][cH:79][cH:80][cH:81][cH:82]2)[P:83]([c:84]2[cH:85][cH:86][cH:87][cH:88][cH:89]2)([c:90]2[cH:91][cH:92][cH:93][cH:94][cH:95]2)[c:96]2[cH:97][cH:98][cH:99][cH:100][cH:101]2)([c:102]2[cH:103][cH:104][cH:105][cH:106][cH:107]2)[c:108]2[cH:109][cH:110][cH:111][cH:112][cH:113]2)[cH:114][cH:115]1>>[c:2]1(-[c:17]2[c:18]([C:19]#[N:20])[cH:21][cH:22][cH:23][cH:24]2)[n:3][c:4]([Br:8])[cH:5][cH:6][cH:7]1. Reactants: NCC(=O)O, [Na+], O=C(Cl)COc1ccccc1, [OH-], O. Yields the product O=C(O)CNC(=O)COc1ccccc1. RXN SMILES: [NH2:1][CH2:2][C:3]([OH:4])=[O:5].[Na+:18].[O:6]([c:7]1[cH:8][cH:9][cH:10][cH:11][cH:12]1)[CH2:13][C:14](=[O:15])[Cl:16].[OH-:17].[OH2:19]>>[NH:1]([CH2:2][C:3]([OH:4])=[O:5])[C:14]([CH2:13][O:6][c:7]1[cH:8][cH:9][cH:10][cH:11][cH:12]1)=[O:15].